The task is: describe an organic reaction: reactants, conditions, products, and yield. This data is from the Open Reaction Database (ORD), a public repository of structured organic reaction records. The reactants are Cc1c(Cc2cc(C(C)(C)C)c(O)c(C(C)(C)C)c2)c(C)c(Cc2cc(C(C)(C)C)c(O)c(C(C)(C)C)c2)c(C)c1Cc1cc(C(C)(C)C)c(O)c(C(C)(C)C)c1, C1CCOC1, C=Cc1ccc(C(C)C(=O)OCC)cc1, [Na+], [OH-]. Product: C=Cc1ccc(C(C)C(=O)O)cc1. As a reaction SMILES: [C:16]([c:17]1[cH:18][c:19]([CH2:28][c:29]2[c:30]([CH3:31])[c:32]([CH2:33][c:34]3[cH:35][c:36]([C:37]([CH3:38])([CH3:39])[CH3:40])[c:41]([OH:42])[c:43]([C:44]([CH3:45])([CH3:46])[CH3:47])[cH:48]3)[c:49]([CH3:50])[c:51]([CH2:52][c:53]3[cH:54][c:55]([C:56]([CH3:57])([CH3:58])[CH3:59])[c:60]([OH:61])[c:62]([C:63]([CH3:64])([CH3:65])[CH3:66])[cH:67]3)[c:68]2[CH3:69])[cH:20][c:21]([C:22]([CH3:23])([CH3:24])[CH3:25])[c:26]1[OH:27])([CH3:70])([CH3:71])[CH3:72].[CH2:75]1[O:76][CH2:77][CH2:78][CH2:79]1.[CH:1](=[CH2:2])[c:3]1[cH:4][cH:5][c:6]([CH:9]([C:10](=[O:11])[O:12][CH2:13][CH3:14])[CH3:15])[cH:7][cH:8]1.[Na+:74].[OH-:73]>>[CH:1](=[CH2:2])[c:3]1[cH:4][cH:5][c:6]([CH:9]([C:10](=[O:11])[OH:12])[CH3:15])[cH:7][cH:8]1.